The task is: describe an organic reaction: reactants, conditions, products, and yield. This data is from the Open Reaction Database (ORD), a public repository of structured organic reaction records. Conditions: time 20 minute. Product: O[C@H]1[C@@H](CCC1)SCC(=O)O (trans-[(2-Hydroxycyclopentyl)thio]acetic acid). Starting materials: C12C(CCC1)O2 (cyclopentene oxide), SCC(=O)O (Mercaptoacetic acid), C[O-].[Na+] (sodium methoxide), [Na] (sodium). Procedure details: Mercaptoacetic acid (22.5 g 0.244 mole) was added to a cold (+5° C.) solution of sodium methoxide [prepared from sodium (11.2 g, 0.488 mole)]in methanol (125 ml). After stirring for 20 minutes, cyclopentene oxide (19.5 g, 0.23 mole) was added dropwise over 20 minutes to the cold solution. The ice bath was removed and the reaction was refluxed for 45 minutes. The reaction was cooled to room temperature and made acidic by the addition of 4N hydrochloric acid. Water (100 ml) was added and the mixtu... Solvent: CO (methanol). RXN SMILES: [SH:1][CH2:2][C:3]([OH:5])=[O:4].C[O-].[Na+].[Na].[CH:10]12[O:15][CH:11]1[CH2:12][CH2:13][CH2:14]2>CO>[OH:15][C@@H:11]1[CH2:12][CH2:13][CH2:14][C@H:10]1[S:1][CH2:2][C:3]([OH:5])=[O:4] |f:1.2,^1:8|. Starting materials: C(C)OC(=O)C1=NC(=CC=C1Br)Cl (3-Bromo-6-chloro-pyridine-2-carboxylic acid ethyl ester), BrC1=C(C=O)C=C(C=C1)O (2-bromo-5-hydroxy-benzaldehyde), C([O-])([O-])=O.[Cs+].[Cs+] (cesium carbonate). Solvent: CN(C)C=O (DMF). Run at temperature 80 celsius. The product is C(C)OC(=O)C1=NC(=CC=C1Br)OC1=CC(=C(C=C1)Br)C=O (3-Bromo-6-(4-bromo-3-formyl-phenoxy)-pyridine-2-carboxylic acid ethyl ester). Isolated yield 30.8%. Reaction SMILES: [CH2:1]([O:3][C:4]([C:6]1[C:11]([Br:12])=[CH:10][CH:9]=[C:8](Cl)[N:7]=1)=[O:5])[CH3:2].[Br:14][C:15]1[CH:22]=[CH:21][C:20]([OH:23])=[CH:19][C:16]=1[CH:17]=[O:18].C(=O)([O-])[O-].[Cs+].[Cs+]>CN(C=O)C>[CH2:1]([O:3][C:4]([C:6]1[C:11]([Br:12])=[CH:10][CH:9]=[C:8]([O:23][C:20]2[CH:21]=[CH:22][C:15]([Br:14])=[C:16]([CH:17]=[O:18])[CH:19]=2)[N:7]=1)=[O:5])[CH3:2] |f:2.3.4|. Reported procedure: To a solution of 3-bromo-6-chloro-pyridine-2-carboxylic acid ethyl ester (22, 8.0 g, 30.24 mmol) and 2-bromo-5-hydroxy-benzaldehyde (7.29 g, 36.29 mmol) in DMF (100 mL) was added cesium carbonate (22.6 g, 69.55 mmol). The resulting mixture was heated at 80° C. overnight. DMF was removed under reduced pressure, and the residue was diluted with EtOAc (200 mL), washed with water (2×50 mL) and brine (50 mL) solution. The combined organic layers were dried over Na2SO4, filtered, and concentrated to g...